From a dataset of the Open Reaction Database (ORD), a public repository of structured organic reaction records. describe an organic reaction: reactants, conditions, products, and yield Reactants: Cl (HCl), N1C=CC2=CC(=CC=C12)C=O (Indole-5-carboxaldehyde), C1(=CC=CC=C1)S(=O)(=O)Cl (benzenesulfonyl chloride), [H-].[Na+] (sodium hydride). The solvent is O1CCCC1 (tetrahydrofuran). Reaction conditions: temperature 0 celsius, time 16 hour. Product: C1(=CC=CC=C1)S(=O)(=O)N1C=CC2=CC(=CC=C12)C=O (1-benzenesulfonyl-1H-indole-5-carbaldehyde). As a reaction SMILES: [NH:1]1[C:9]2[C:4](=[CH:5][C:6]([CH:10]=[O:11])=[CH:7][CH:8]=2)[CH:3]=[CH:2]1.[H-].[Na+].[C:14]1([S:20](Cl)(=[O:22])=[O:21])[CH:19]=[CH:18][CH:17]=[CH:16][CH:15]=1.Cl>O1CCCC1>[C:14]1([S:20]([N:1]2[C:9]3[C:4](=[CH:5][C:6]([CH:10]=[O:11])=[CH:7][CH:8]=3)[CH:3]=[CH:2]2)(=[O:22])=[O:21])[CH:19]=[CH:18][CH:17]=[CH:16][CH:15]=1 |f:1.2|. Procedure: 15.8 g Indole-5-carboxaldehyde were dissolved in 300 ml tetrahydrofuran and cooled to 0° C. Then, 5.12 g sodium hydride (55% in mineral oil) were added in small portions followed by slow, trop by trop addition of 15.2 ml of benzenesulfonyl chloride. The reaction mixture was then warmed up to ambient temperature and stirring continued for 16 hours. It was then poured onto ice, neutralized to pH 4 with HCl (1N) and extracted 3 times with ethyl acetate. The combined organic phases were washed with ... Starting materials: CSC1=NC=CC(=N1)C1=C(C(N2N1CCC2)=O)OC2=C(C=CC=C2)C (3-(2-methylsulfanyl-pyrimidin-4-yl)-2-o-tolyloxy-6,7-dihydro-5H-pyrazolo[1,2-a]pyrazol-1-one), OOS(=O)[O-].[K+] (Oxone), S(=O)(=O)(O[O-])[O-].[K+].[K+] (potassium peroxymonosulfate), C(=O)(O)[O-].[Na+] (NaHCO3). The solvent is C1CCOC1 (THF), O (H2O), CO (methanol). Yields the product CS(=O)(=O)C1=NC=CC(=N1)C1=C(C(N2N1CCC2)=O)OC2=C(C=CC=C2)C (3-(2-Methanesulfonyl-pyrimidin-4-yl)-2-o-tolyloxy-6,7-dihydro-5H-pyrazolo[1,2-a]pyrazol-1-one). Reaction SMILES: CS[C:3]1[N:8]=[C:7]([C:9]2[N:13]3[CH2:14][CH2:15][CH2:16][N:12]3[C:11](=[O:17])[C:10]=2[O:18][C:19]2[CH:24]=[CH:23][CH:22]=[CH:21][C:20]=2[CH3:25])[CH:6]=[CH:5][N:4]=1.O[O:27][S:28]([O-:30])=O.[K+].S([O-])(O[O-])(=O)=O.[K+].[K+].[C:40]([O-])(O)=O.[Na+]>C1COCC1.O.CO>[CH3:40][S:28]([C:3]1[N:8]=[C:7]([C:9]2[N:13]3[CH2:14][CH2:15][CH2:16][N:12]3[C:11](=[O:17])[C:10]=2[O:18][C:19]2[CH:24]=[CH:23][CH:22]=[CH:21][C:20]=2[CH3:25])[CH:6]=[CH:5][N:4]=1)(=[O:30])=[O:27] |f:1.2,3.4.5,6.7|. Procedure: To a solution of 3-(2-methylsulfanyl-pyrimidin-4-yl)-2-o-tolyloxy-6,7-dihydro-5H-pyrazolo[1,2-a]pyrazol-1-one, 2, (0.20 g, 0.56 mmol) in THF:methanol (6 mL of 1:1 mixture) is added dropwise a solution of Oxone® (potassium peroxymonosulfate) (1.37 g, 2.24 mmol) in H2O (6 mL). After stirring the reaction for 1 hour at room temperature, the solution is poured into aqueous saturated NaHCO3. The aqueous phase is extracted three times with EtOAc, the organic phases are combined, dried (MgSO4), filtere...